describe an organic reaction: reactants, conditions, products, and yield From a dataset of the Open Reaction Database (ORD), a public repository of structured organic reaction records. The reactants are O=P(Cl)(Cl)Cl (POCl3), CN(C)C=O (DMF), BrC=1C=CC(=C(C1)C=1N=C2N(C=CC=C2)C1)OC (2-(5-bromo-2-methoxyphenyl)imidazo[1,2-a]pyridine), CN(C)C=O (DMF), O (H2O). Reaction conditions: temperature 25 celsius, time 2 hour. The product is BrC=1C=CC(=C(C1)C=1N=C2N(C=CC=C2)C1C=O)OC (2-(5-bromo-2-methoxyphenyl)imidazo[1,2-a]pyridine-3-carbaldehyde). Yield: 90.0%. Reaction SMILES: O=P(Cl)(Cl)Cl.[Br:6][C:7]1[CH:8]=[CH:9][C:10]([O:22][CH3:23])=[C:11]([C:13]2[N:14]=[C:15]3[CH:20]=[CH:19][CH:18]=[CH:17][N:16]3[CH:21]=2)[CH:12]=1.O.CN([CH:28]=[O:29])C>>[Br:6][C:7]1[CH:8]=[CH:9][C:10]([O:22][CH3:23])=[C:11]([C:13]2[N:14]=[C:15]3[CH:20]=[CH:19][CH:18]=[CH:17][N:16]3[C:21]=2[CH:28]=[O:29])[CH:12]=1. Procedure: POCl3 (0.39 g, 2.5 mmol) was added to DMF (0.43 g, 6 mmol) by dropwise at 0° C. Then 2-(5-bromo-2-methoxyphenyl)imidazo[1,2-a]pyridine (0.1 g, 0.33 mmol) in DMF (3 mL) was added. Then warmed to 25° C. and heated to 120° C. and stirred for 30 minutes and at 80° C. for 2 hours and then cooled to 25° C. H2O (20 mL) was added and extracted with EtOAc (3*50 mL), washed by aq NaHCO3 (3*50 mL) and brine (50 mL). After concentrated, the resulting residue was purified using prep-TLC (petroleum ether:EtOA... Reactants: N#Cc1ccc2c(c1)nc(Cl)c1ccsc12, [H-], [Na+], CN(C)C=O, O, Oc1ccccc1. The product is N#Cc1ccc2c(c1)nc(Oc1ccccc1)c1ccsc12. Reaction SMILES: [Cl:10][c:11]1[n:12][c:13]2[cH:14][c:15]([C:24]#[N:25])[cH:16][cH:17][c:18]2[c:19]2[c:20]1[cH:21][cH:22][s:23]2.[H-:8].[Na+:9].[O:27]=[CH:28][N:29]([CH3:30])[CH3:31].[OH2:26].[OH:1][c:2]1[cH:3][cH:4][cH:5][cH:6][cH:7]1>>[O:1]([c:2]1[cH:3][cH:4][cH:5][cH:6][cH:7]1)[c:11]1[n:12][c:13]2[cH:14][c:15]([C:24]#[N:25])[cH:16][cH:17][c:18]2[c:19]2[c:20]1[cH:21][cH:22][s:23]2. Reactants: O1CCOCC1 (1,4-dioxane), ClC1=NC=C(C(=C1)C(C1=C(C=CC(=C1)F)F)SC1=CC=C(C=C1)Cl)Cl (2,5-Dichloro-4-[(4-chlorophenylthio)-(2,5-difluorophenyl)methyl]pyridine), N1CCOCC1 (morpholine). Solvent: C(C)(=O)OCC (ethyl acetate). The product is ClC=1C(=CC(=NC1)N1CCOCC1)C(C1=C(C=CC(=C1)F)F)SC1=CC=C(C=C1)Cl (4-[5-Chloro-4-[(4-chlorophenylthio)-(2,5-difluorophenyl)methyl]pyridin-2-yl]morpholine). Yield: 89.0%. RXN SMILES: O1CCOCC1.Cl[C:8]1[CH:13]=[C:12]([CH:14]([S:23][C:24]2[CH:29]=[CH:28][C:27]([Cl:30])=[CH:26][CH:25]=2)[C:15]2[CH:20]=[C:19]([F:21])[CH:18]=[CH:17][C:16]=2[F:22])[C:11]([Cl:31])=[CH:10][N:9]=1.[NH:32]1[CH2:37][CH2:36][O:35][CH2:34][CH2:33]1>C(OCC)(=O)C>[Cl:31][C:11]1[C:12]([CH:14]([S:23][C:24]2[CH:25]=[CH:26][C:27]([Cl:30])=[CH:28][CH:29]=2)[C:15]2[CH:20]=[C:19]([F:21])[CH:18]=[CH:17][C:16]=2[F:22])=[CH:13][C:8]([N:32]2[CH2:37][CH2:36][O:35][CH2:34][CH2:33]2)=[N:9][CH:10]=1. Procedure details: A 1,4-dioxane (1.0 ml) solution of the 2,5-dichloro-4-[(4-chlorophenylthio)-(2,5-difluorophenyl)methyl]pyridine (100 mg, 0.24 mmol) obtained in Example 54 and morpholine (200 μl) was stirred at 100° C. for 2 days under a nitrogen atmosphere. After cooling to room temperature, the reaction mixture was diluted with ethyl acetate (40 ml). The diluted mixture was washed with water and brine, dried and then concentrated under reduced pressure to give a residue. The resulting residue was purified by s... The reactants are COC=1C=CC2=C(N(C(C=N2)=O)CC=C)N1 (6-methoxy-4-(2-propen-1-yl)pyrido[2,3-b]pyrazin-3(4H)-one), O1CCCC1.O.CC(=O)C (tetrahydrofuran water acetone), aqueous solution, C[N+]1(CCOCC1)[O-] (N-methylmorpholineoxide). The reagents and catalysts are [Os](=O)(=O)(=O)=O (osmium tetroxide). The solvent is C(Cl)(Cl)Cl (chloroform). Reaction conditions: time 24 hour. Yields the product OC(CN1C2=C(N=CC1=O)C=CC(=N2)OC)CO (4-(2,3-Dihydroxypropyl)-6-methoxypyrido[2,3-b]pyrazin-3(4H)-one). Isolated yield 96.0%. Reaction SMILES: [CH3:1][O:2][C:3]1[CH:4]=[CH:5][C:6]2[N:11]=[CH:10][C:9](=[O:12])[N:8](CC=C)[C:7]=2[N:16]=1.C[N+]1([O-])CC[O:21]CC1.O1CCCC1.O.[CH3:31][C:32]([CH3:34])=[O:33]>C(Cl)(Cl)Cl.[Os](=O)(=O)(=O)=O>[OH:33][CH:32]([CH2:34][OH:21])[CH2:31][N:8]1[C:9](=[O:12])[CH:10]=[N:11][C:6]2[CH:5]=[CH:4][C:3]([O:2][CH3:1])=[N:16][C:7]1=2 |f:2.3.4|. Procedure details: In a mixed solvent (25 ml) of tetrahydrofuran/water/acetone (2:1:2) was dissolved 6-methoxy-4-(2-propen-1-yl)pyrido[2,3-b]pyrazin-3(4H)-one (1.20 g, 5.54 mmol), to the solution N-methylmorpholineoxide (1.50 g, 11.08 mmol) was added under cooling on ice and subsequently a 4% aqueous solution of osmium tetroxide (0.70 ml, 0.11 mmol) was added thereto. The reaction solution was stirred for 24 hours while the temperature was raised to room temperature. The reaction solution was diluted with chlorofo... Reactants: BrC1=C2C(=NNC2=CC=C1)C(C)C (4-Bromo-3-isopropyl-1H-indazole), B(O)O (boronic acid). The product is C(C)(C)C1=NNC=2C=CC=C(C12)B(O)O (3-Isopropyl-1H-indazole-4-boronic Acid). As a reaction SMILES: Br[C:2]1[CH:10]=[CH:9][CH:8]=[C:7]2[C:3]=1[C:4]([CH:11]([CH3:13])[CH3:12])=[N:5][NH:6]2.[BH:14]([OH:16])[OH:15]>>[CH:11]([C:4]1[C:3]2[C:2]([B:14]([OH:16])[OH:15])=[CH:10][CH:9]=[CH:8][C:7]=2[NH:6][N:5]=1)([CH3:13])[CH3:12]. Reported procedure: 4-Bromo-3-isopropyl-1H-indazole is converted to the corresponding boronic acid following analogous procedures to that given in the preceding example. 1H NMR (CD3OD) 7.44 (d, 1H), 7.32 (t, 1H), 7.05 (d, 1H), 3.56 (m, 1H), 1.38 (d, 6H). LCMS (m/z): 205.45 (MH)+